Dataset: the Open Reaction Database (ORD), a public repository of structured organic reaction records. Task: describe an organic reaction: reactants, conditions, products, and yield As a reaction SMILES: C(NC1CC2C(=CC=C(NC(C3C(C4C=CC(F)=CC=4)=CC=CC=3)=O)C=2)C1)(=O)C.[CH3:30][O:31][C:32](=[O:40])[C:33]1[CH:38]=[CH:37][CH:36]=[N:35][C:34]=1Cl.[F:41][C:42]([F:53])([F:52])[C:43]1[CH:48]=[CH:47][C:46](B(O)O)=[CH:45][CH:44]=1>>[CH3:30][O:31][C:32](=[O:40])[C:33]1[CH:38]=[CH:37][CH:36]=[N:35][C:34]=1[C:46]1[CH:47]=[CH:48][C:43]([C:42]([F:53])([F:52])[F:41])=[CH:44][CH:45]=1. Yields the product COC(C1=C(N=CC=C1)C1=CC=C(C=C1)C(F)(F)F)=O (2-(4-Trifluoromethyl-phenyl)-nicotinic acid methyl ester), product. Reactants: C(C)(=O)NC1CC2=CC=C(C=C2C1)NC(=O)C=1C(=CC=CC1)C1=CC=C(C=C1)F (4′-fluorobiphenyl-2-carboxylic acid (2-acetylamino-indan-5-yl)-amide), COC(C1=C(N=CC=C1)Cl)=O (2-chloronicotinic acid methyl ester), FC(C1=CC=C(C=C1)B(O)O)(F)F (4-trifluoromethylbenzeneboronic acid). Reported procedure: 2-(4-Trifluoromethyl-phenyl)-nicotinic acid methyl ester is prepared similarly to the title compound of Example 3 using 2-chloronicotinic acid methyl ester (1.45 g, 8.45 mmol) and 4-trifluoromethylbenzeneboronic acid (2.41 g, 12.68 mmol) to give the product as an oil: 1H NMR (CDCl3, 300 MHz): δ 8.80 (1H, dd), 8.19 (1H, dd), 7.67 (4H, q), 7.40 (1H, dd), 3.70 (3H, s). MS (ES+) m/z 282 (M+1). Starting materials: OC1CN(CCC1O)C(=O)OC(C)(C)C (tert-butyl 3,4-dihydroxypiperidine-1-carboxylate), ClCCCl (1,2-dichloroethane). The reagents and catalysts are CCCC[N+](CCCC)(CCCC)CCCC.[Br-] (TBAB). The solvent is [OH-].[Na+] (NaOH). Conditions: temperature 55 celsius. Yields the product O1CCOC2CN(CCC21)C(=O)OC(C)(C)C (tert-butyl hexahydro-[1,4]dioxino[2,3-c]pyridine-6(7H)-carboxylate). Yield: 75.0%. RXN SMILES: [OH:1][CH:2]1[CH:7]([OH:8])[CH2:6][CH2:5][N:4]([C:9]([O:11][C:12]([CH3:15])([CH3:14])[CH3:13])=[O:10])[CH2:3]1.Cl[CH2:17][CH2:18]Cl>CCCC[N+](CCCC)(CCCC)CCCC.[Br-].[OH-].[Na+]>[O:8]1[CH:7]2[CH:2]([CH2:3][N:4]([C:9]([O:11][C:12]([CH3:15])([CH3:14])[CH3:13])=[O:10])[CH2:5][CH2:6]2)[O:1][CH2:18][CH2:17]1 |f:2.3,4.5|. Reported procedure: A mixture of tert-butyl 3,4-dihydroxypiperidine-1-carboxylate (300 mg, 1.38 mmol, 1 eq), 1,2-dichloroethane (6 mL) and TBAB (90 mg, 0.28 mmol, 0.2 eq) in 35% NaOH (10 mL) aqueous solution was heated at 55° C. for 72 h, then cooled to room temperature and extracted with CH2Cl2 (100 mL). The organic phase was washed with water (30 mL), dried over anhydrous Na2SO4 and concentrated in vacuo. The residue was purified by a silica gel column chromatography (20:1 (v/v) CH2Cl2/MeOH) to afford the title c... The reactants are C(C1=CC=CC=C1)OC(=O)NC1=CC=C2C3=C(C(OC2=C1C(=O)OC(C)(C)C)=O)OC=C3 (tert-butyl 7-benzyloxycarbonylamino-4-oxo-4H-furo[2,3-c]chromene-6-carboxylate), C(C1=CC=CC=C1)OC(=O)NC1=CC=C2C3=C(C(OC2=C1C(=O)OC(C)(C)C)=O)OC=C3 (tert-butyl 7-benzyloxycarbonylamino-4-oxo-4H-furo[2,3-c]chromene-6-carboxylate). Reagents/catalysts: [Pd] (palladium on activated carbon). Run in C(C)(=O)OCC (ethyl acetate), C(C)(=O)OCC (ethyl acetate). Conditions: time 90 minute. The product is NC1=CC=C2C3=C(C(OC2=C1C(=O)OC(C)(C)C)=O)OC=C3 (tert-butyl 7-amino-4-oxo-4H-furo[2,3-c]chromene-6-carboxylate). Yield: 97.3%. RXN SMILES: C(OC([NH:11][C:12]1[C:21]([C:22]([O:24][C:25]([CH3:28])([CH3:27])[CH3:26])=[O:23])=[C:20]2[C:15]([C:16]3[CH:32]=[CH:31][O:30][C:17]=3[C:18](=[O:29])[O:19]2)=[CH:14][CH:13]=1)=O)C1C=CC=CC=1>C(OCC)(=O)C.[Pd]>[NH2:11][C:12]1[C:21]([C:22]([O:24][C:25]([CH3:28])([CH3:26])[CH3:27])=[O:23])=[C:20]2[C:15]([C:16]3[CH:32]=[CH:31][O:30][C:17]=3[C:18](=[O:29])[O:19]2)=[CH:14][CH:13]=1. Procedure: To a solution of tert-butyl 7-benzyloxycarbonylamino-4-oxo-4H-furo[2,3-c]chromene-6-carboxylate (Intermediate 58, 0.318 g) in ethyl acetate (10 mL) was added a slurry of 10% palladium on activated carbon (0.032 g) in ethyl acetate (10 mL). The flask was de-gassed and filled with hydrogen and the mixture stirred at room temperature for 90 minutes. The mixture was filtered through Celite and washed with ethyl acetate. The filtrate was concentrated in vacuo to give tert-butyl 7-amino-4-oxo-4H-furo[... Starting materials: ice water, C(C)(=O)NC=1SC(=C(N1)CO)Cl (2-acetylamino-5-chloro-4-hydroxymethylthiazole), SC1=CC=NC=C1 (4-mercaptopyridine), C([O-])([O-])=O.[K+].[K+] (potassium carbonate), C(Cl)(Cl)Cl (chloroform). Solvent: CN(C=O)C (N,N-dimethylformamide), CO (methanol). Reaction conditions: temperature 110 celsius. The product is C(C)(=O)NC=1SC(=C(N1)CO)SC1=CC=NC=C1 (2-acetylamino-4-hydroxymethyl-5-(4-pyridylthio)thiazole). Yield: 66.1%. RXN SMILES: [C:1]([NH:4][C:5]1[S:6][C:7](Cl)=[C:8]([CH2:10][OH:11])[N:9]=1)(=[O:3])[CH3:2].[SH:13][C:14]1[CH:19]=[CH:18][N:17]=[CH:16][CH:15]=1.C(=O)([O-])[O-].[K+].[K+].C(Cl)(Cl)Cl>CN(C)C=O.CO>[C:1]([NH:4][C:5]1[S:6][C:7]([S:13][C:14]2[CH:19]=[CH:18][N:17]=[CH:16][CH:15]=2)=[C:8]([CH2:10][OH:11])[N:9]=1)(=[O:3])[CH3:2] |f:2.3.4|. Procedure details: A mixture of 2-acetylamino-5-chloro-4-hydroxymethylthiazole (1 g), 4-mercaptopyridine (0.6 g) and potassium carbonate (1 g) in N,N-dimethylformamide (20 ml) was heated at 110° C. for 8 hours with stirring. The reaction mixture was poured into ice water and filtered by suction. The filtrate was extracted with a mixture of ethyl acetate and tetrahydrofuran (1:1) and dried over magnesium sulfate. The solvent was concentrated under reduced pressure to give solid. The solid was subjected to column ch... Yields the product C(C)OC(=O)[C@@H]1C(NC(C[C@H]1C1=CC=C(C=C1)F)=O)=O ((±)-trans-3-Ethoxycarbonyl-4-(4'-fluorophenyl) piperidin-2,6-dione). The yield is 42.7%. Procedure: Potassium t-butoxide (1.01 g) was added to a solution of ethyl amidomalonate (1.38 g) in tetrahydrofuran (38 ml) maintained at 33°. After cooling to 25°, ethyl 4-fluorocinnamate (1.50 g) was added and the mixture stirred overnight at room temperature. Brine was added, the mixture extracted with ethyl acetate (3×60 ml) and the organic solution dried and evaporated to give the crude product. This was chromatographed on silica gel, using dry ether as eluent, to give the title compound (0.92 g, 43%)... Reactants: CC(C)([O-])C.[K+] (Potassium t-butoxide), CC(=O)NC(C(=O)[O-])C(=O)[O-] (ethyl amidomalonate), FC1=CC=C(C=CC(=O)OCC)C=C1 (ethyl 4-fluorocinnamate). Conditions: time 8 hour. As a reaction SMILES: [CH3:1][C:2](C)([O-:4])C.[K+].C[C:8]([NH:10]C(C([O-])=O)C([O-])=O)=[O:9].[F:18][C:19]1[CH:31]=[CH:30][C:22]([CH:23]=[CH:24][C:25]([O:27][CH2:28][CH3:29])=[O:26])=[CH:21][CH:20]=1>O1CCCC1.[Cl-].[Na+].O>[CH2:28]([O:27][C:25]([C@H:24]1[C@H:23]([C:22]2[CH:21]=[CH:20][C:19]([F:18])=[CH:31][CH:30]=2)[CH2:1][C:2](=[O:4])[NH:10][C:8]1=[O:9])=[O:26])[CH3:29] |f:0.1,5.6.7|. Solvent: [Cl-].[Na+].O (Brine), O1CCCC1 (tetrahydrofuran).